Dataset: the Open Reaction Database (ORD), a public repository of structured organic reaction records. Task: describe an organic reaction: reactants, conditions, products, and yield The reactants are CC#N, Cc1cc(O)n2nc(S(=O)(=O)Nc3ccccc3C(F)(F)F)nc2n1, O=P(Cl)(Cl)Cl. Yields the product Cc1cc(Cl)n2nc(S(=O)(=O)Nc3ccccc3C(F)(F)F)nc2n1. Reaction SMILES: [CH3:31][C:32]#[N:33].[F:6][C:7]([c:8]1[c:9]([NH:14][S:15](=[O:16])(=[O:17])[c:18]2[n:19][n:20]3[c:21]([n:22][c:23]([CH3:27])[cH:24][c:25]3[OH:26])[n:28]2)[cH:10][cH:11][cH:12][cH:13]1)([F:29])[F:30].[P:1]([Cl:2])([Cl:3])([Cl:4])=[O:5]>>[Cl:3][c:25]1[n:20]2[n:19][c:18]([S:15]([NH:14][c:9]3[c:8]([C:7]([F:6])([F:29])[F:30])[cH:13][cH:12][cH:11][cH:10]3)(=[O:16])=[O:17])[n:28][c:21]2[n:22][c:23]([CH3:27])[cH:24]1.